Dataset: the Open Reaction Database (ORD), a public repository of structured organic reaction records. Task: describe an organic reaction: reactants, conditions, products, and yield Reactants: C(C)OC(C(CC)CN(C1CCCC1)C1=NC(=NC=C1[N+](=O)[O-])Cl)=O ((rac)-2-{[(2-chloro-5-nitro-pyrimidin-4-yl)-cyclopentyl-amino]-methyl}-butanoic acid ethyl ester), stannous chloride dihydrate, Cl (hydrochloric acid). Run in C(C)O (ethanol). Yields the product ClC=1N=CC2=C(N(CC(C(N2)=O)CC)C2CCCC2)N1 ((rac)-2-chloro-9-cyclopentyl-7-ethyl-5,7,8,9-tetrahydro-pyrimido[4,5-b][1,4]diazepin-6-one). The yield is 52.6%. RXN SMILES: C([O:3][C:4](=O)[CH:5]([CH2:8][N:9]([C:15]1[C:20]([N+:21]([O-])=O)=[CH:19][N:18]=[C:17]([Cl:24])[N:16]=1)[CH:10]1[CH2:14][CH2:13][CH2:12][CH2:11]1)[CH2:6][CH3:7])C.Cl>C(O)C>[Cl:24][C:17]1[N:18]=[CH:19][C:20]2[NH:21][C:4](=[O:3])[CH:5]([CH2:6][CH3:7])[CH2:8][N:9]([CH:10]3[CH2:14][CH2:13][CH2:12][CH2:11]3)[C:15]=2[N:16]=1. Procedure details: To a solution of 0.37 g (0.001 mole) of (rac)-2-{[(2-chloro-5-nitro-pyrimidin-4-yl)-cyclopentyl-amino]-methyl}-butanoic acid ethyl ester in 5 mL of ethanol was added 0.562 g (0.0025 mole) of stannous chloride dihydrate and 0.1 mL of hydrochloric acid. The mixture was heated to 60 degrees for 2 hrs. The solvent was evaporated under reduced pressure. The residue was taken up in 20 mL of water and extracted with three times with 20 mL of ethyl acetate. The combined organic layers were dried over an... The reactants are C(C(C)C)N1P2N(CCN(CC1)CCN2CC(C)C)CC(C)C (2,8,9-Triisobutyl-2,5,8,9-tetraaza-1-phosphabicyclo[3.3.3]undecane), C(C)OC(C=C1CCC(CC1)CNC(=O)OC(C)(C)C)=O ([4-(tert-Butoxycarbonylamino-methyl)-cyclohexylidene]-acetic acid ethyl ester), [N+](=O)([O-])C (Nitromethane). RXN SMILES: C(N1CCN2CCN(CC(C)C)P1N(CC(C)C)CC2)C(C)C.[N+:24]([CH3:27])([O-:26])=[O:25].[CH2:28]([O:30][C:31](=[O:48])[CH:32]=[C:33]1[CH2:38][CH2:37][CH:36]([CH2:39][NH:40][C:41]([O:43][C:44]([CH3:47])([CH3:46])[CH3:45])=[O:42])[CH2:35][CH2:34]1)[CH3:29]>C1COCC1>[CH2:28]([O:30][C:31](=[O:48])[CH2:32][C:33]1([CH2:27][N+:24]([O-:26])=[O:25])[CH2:38][CH2:37][CH:36]([CH2:39][NH:40][C:41]([O:43][C:44]([CH3:47])([CH3:46])[CH3:45])=[O:42])[CH2:35][CH2:34]1)[CH3:29]. Run at time 5 minute. The yield is 96.6%. Product: C(C)OC(CC1(CCC(CC1)CNC(=O)OC(C)(C)C)C[N+](=O)[O-])=O ([4-(tert-Butoxycarbonylamino-methyl)-1-nitromethyl-cyclohexyl]-acetic acid ethyl ester). Procedure details: A sealable reaction tube was charged with 2,8,9-Triisobutyl-2,5,8,9-tetraaza-1-phosphabicyclo[3.3.3]undecane (0.16 mL, 0.450 mmol) and THF (1.0 mL) under Argon. Nitromethane (0.23 mL, 4.24 mmol) was added and the reaction stirred at room temperature for 5 min then cooled to 0° C. for 15 min. [4-(tert-Butoxycarbonylamino-methyl)-cyclohexylidene]-acetic acid ethyl ester (0.261 g, 0.878 mmol) in THF (1.5 mL) was added slowly and the reaction stirred at RT for 15 min. The tube was sealed and the rea... The solvent is C1CCOC1 (THF), C1CCOC1 (THF). Reactants: N#CCC(O)(Cn1cncn1)c1ccc(Cl)cc1Cl, O=C([O-])O, [Na+], O, O=S(=O)(O)O. Yields the product O=C(O)CC(O)(Cn1cncn1)c1ccc(Cl)cc1Cl. Reaction SMILES: [C:1](#[N:2])[CH2:3][C:4]([CH2:5][n:6]1[n:7][cH:8][n:9][cH:10]1)([OH:11])[c:12]1[c:13]([Cl:19])[cH:14][c:15]([Cl:18])[cH:16][cH:17]1.[C:20]([O-:21])([OH:22])=[O:23].[Na+:24].[OH2:30].[S:25](=[O:26])(=[O:27])([OH:28])[OH:29]>>[CH2:3]([C:4]([CH2:5][n:6]1[n:7][cH:8][n:9][cH:10]1)([OH:11])[c:12]1[c:13]([Cl:19])[cH:14][c:15]([Cl:18])[cH:16][cH:17]1)[C:20]([OH:21])=[O:23]. Reactants: O=C([O-])[O-], CS(C)=O, Clc1ncc(Cl)c(Cl)n1, [K+], [K+], CC(C)N1CCN(c2ccc(N)c3c2CN(C)C3=O)CC1. Yields the product CC(C)N1CCN(c2ccc(Nc3nc(Cl)ncc3Cl)c3c2CN(C)C3=O)CC1. As a reaction SMILES: [C:22](=[O:23])([O-:24])[O-:25].[CH3:37][S:38]([CH3:39])=[O:40].[Cl:28][c:29]1[n:30][cH:31][c:32]([Cl:36])[c:33]([Cl:35])[n:34]1.[K+:26].[K+:27].[NH2:1][c:2]1[cH:3][cH:4][c:5]([N:13]2[CH2:14][CH2:15][N:16]([CH:19]([CH3:20])[CH3:21])[CH2:17][CH2:18]2)[c:6]2[c:10]1[C:9](=[O:11])[N:8]([CH3:12])[CH2:7]2>>[NH:1]([c:2]1[cH:3][cH:4][c:5]([N:13]2[CH2:14][CH2:15][N:16]([CH:19]([CH3:20])[CH3:21])[CH2:17][CH2:18]2)[c:6]2[c:10]1[C:9](=[O:11])[N:8]([CH3:12])[CH2:7]2)[c:33]1[c:32]([Cl:36])[cH:31][n:30][c:29]([Cl:28])[n:34]1.